This data is from the Open Reaction Database (ORD), a public repository of structured organic reaction records. The task is: describe an organic reaction: reactants, conditions, products, and yield Reactants: NC1=C(C=C(C=C1)S(=O)CCC)[N+](=O)[O-] (1-amino-2-nitro-4-n-propylsulfinylbenzene), C (charcoal), [H][H] (hydrogen), [H][H] (hydrogen). Run in CO (methanol). Yields the product NC1=C(C=C(C=C1)S(=O)CCC)N (1,2-diamino-4-n-propylsulfinylbenzene). RXN SMILES: [NH2:1][C:2]1[CH:7]=[CH:6][C:5]([S:8]([CH2:10][CH2:11][CH3:12])=[O:9])=[CH:4][C:3]=1[N+:13]([O-])=O.C.[H][H]>CO>[NH2:1][C:2]1[CH:7]=[CH:6][C:5]([S:8]([CH2:10][CH2:11][CH3:12])=[O:9])=[CH:4][C:3]=1[NH2:13]. Procedure: 1.07 G. of 1-amino-2-nitro-4-n-propylsulfinylbenzene and 1 g. of 5% palladized charcoal in 100 ml. methanol are treated with hydrogen at atmospheric pressure until the theoretical uptake of hydrogen has occured (about 1 hour). The mixture is filtered and the filtrate evaporated to give 1,2-diamino-4-n-propylsulfinylbenzene. This is treated, in 20 ml. acetone, with 2.5 g. methoxy carbonyl isothiocyanate. The mixture is kept at room temperature overnight and then concentrated under vacuum. The res... Reactants: OC1=CC=C(C=C1)CCCO[Si](C1=CC=CC=C1)(C1=CC=CC=C1)C(C)(C)C (3(4-hydroxyphenyl)-1-(tert-butyldiphenylsilyloxy)propane), BrCC(=O)OC (methyl bromoacetate), C([O-])([O-])=O.[K+].[K+] (potassium carbonate). The solvent is C(C)#N (acetonitrile). Product: [Si](C1=CC=CC=C1)(C1=CC=CC=C1)(C(C)(C)C)OCCCC1=CC=C(OCC(=O)OC)C=C1 (Methyl [4-[3-(tert-butyldiphenylsilyloxy)propyl]phenoxy]acetate). The yield is 94.2%. As a reaction SMILES: [OH:1][C:2]1[CH:7]=[CH:6][C:5]([CH2:8][CH2:9][CH2:10][O:11][Si:12]([C:25]([CH3:28])([CH3:27])[CH3:26])([C:19]2[CH:24]=[CH:23][CH:22]=[CH:21][CH:20]=2)[C:13]2[CH:18]=[CH:17][CH:16]=[CH:15][CH:14]=2)=[CH:4][CH:3]=1.Br[CH2:30][C:31]([O:33][CH3:34])=[O:32].C(=O)([O-])[O-].[K+].[K+]>C(#N)C>[Si:12]([O:11][CH2:10][CH2:9][CH2:8][C:5]1[CH:4]=[CH:3][C:2]([O:1][CH2:30][C:31]([O:33][CH3:34])=[O:32])=[CH:7][CH:6]=1)([C:25]([CH3:28])([CH3:27])[CH3:26])([C:19]1[CH:24]=[CH:23][CH:22]=[CH:21][CH:20]=1)[C:13]1[CH:18]=[CH:17][CH:16]=[CH:15][CH:14]=1 |f:2.3.4|. Procedure details: A solution of 3(4-hydroxyphenyl)-1-(tert-butyldiphenylsilyloxy)propane (3.91 g, 10.0 mmol) and methyl bromoacetate (3.0 g, 19.7 mmol) in acetonitrile (100 ml) was treated with powdered anhydrous potassium carbonate (10 g) and the resulting mixture was heated under reflux for 1 hour. The cooled mixture was filtered and the filtrate was concentrated in vacuo. Chromatography of the residue on silica gel (elution toluene-ethyl acetate, 98:2) gave 4.36 g (94%) of the title material as clear oil. The reactants are FC(C(=O)NC1=CC=CC=C1)(F)F (N-trifluoroacetylaniline), C(O)([O-])=O.[Na+] (sodium hydrogen carbonate), BrBr (bromine). Solvent: CO (methanol). Conditions: temperature 25 celsius, time 30 minute. Product: BrC1=C(NC(C(F)(F)F)=O)C=CC=C1 (2-bromo-N-trifluoroacetylaniline). RXN SMILES: [F:1][C:2]([F:13])([F:12])[C:3]([NH:5][C:6]1[CH:11]=[CH:10][CH:9]=[CH:8][CH:7]=1)=[O:4].C(=O)([O-])O.[Na+].[Br:19]Br>CO>[Br:19][C:7]1[CH:8]=[CH:9][CH:10]=[CH:11][C:6]=1[NH:5][C:3](=[O:4])[C:2]([F:12])([F:13])[F:1] |f:1.2|. Procedure: To a stirred mixture of the N-trifluoroacetylaniline (2.00 mmol) and sodium hydrogen carbonate (0.21 g, 2.50 mmol, 1.25 eq) in methanol (10 mL) at 0° C. is added dropwise bromine (0.113 mL, 2.19 mmol, 1.1 eq). The resulting reaction mixture is then stirred at 25° C. for 30 minutes. The reaction mixture is then evaporated under reduced pressure, and the residue is placed in water made acidic to pH 3 with HCl (10 mL). This aqueous mixture is extracted with ethyl acetate (3×15 mL). The extracts is ... Procedure details: A solution of [4-(4-{3-[2-(3-trifluoromethyl-benzoylamino)-acetylamino]-azetidin-1-yl}-cyclohexyl)-phenyl]-acetic acid (as prepared in Example 25, 450 mg, 0.87 mmol), EDCI (240 mg, 1.25 mmol), HOBT (130 mg, 0.96 mmol) and TEA (610 μL, 4.35 mmol) in DCM (10 mL) was treated with 2N NH3 in dioxane (5 mL) at room temperature overnight. The solvent was removed in vacuo and the residue was purified by a CombiFlash® system using ethyl acetate and 7N NH3 in MeOH as eluent (from pure ethyl acetate to 5% ... As a reaction SMILES: [F:1][C:2]([F:37])([F:36])[C:3]1[CH:4]=[C:5]([CH:33]=[CH:34][CH:35]=1)[C:6]([NH:8][CH2:9][C:10]([NH:12][CH:13]1[CH2:16][N:15]([CH:17]2[CH2:22][CH2:21][CH:20]([C:23]3[CH:28]=[CH:27][C:26]([CH2:29][C:30](O)=[O:31])=[CH:25][CH:24]=3)[CH2:19][CH2:18]2)[CH2:14]1)=[O:11])=[O:7].CC[N:40]=C=NCCCN(C)C.C1C=CC2N(O)N=NC=2C=1.N>C(Cl)Cl.O1CCOCC1>[C:30]([CH2:29][C:26]1[CH:25]=[CH:24][C:23]([CH:20]2[CH2:21][CH2:22][CH:17]([N:15]3[CH2:16][CH:13]([NH:12][C:10]([CH2:9][NH:8][C:6](=[O:7])[C:5]4[CH:33]=[CH:34][CH:35]=[C:3]([C:2]([F:1])([F:36])[F:37])[CH:4]=4)=[O:11])[CH2:14]3)[CH2:18][CH2:19]2)=[CH:28][CH:27]=1)(=[O:31])[NH2:40]. Solvent: C(Cl)Cl (DCM), O1CCOCC1 (dioxane). Reactants: FC(C=1C=C(C(=O)NCC(=O)NC2CN(C2)C2CCC(CC2)C2=CC=C(C=C2)CC(=O)O)C=CC1)(F)F ([4-(4-{3-[2-(3-Trifluoromethyl-benzoylamino)-acetylamino]-azetidin-1-yl}-cyclohexyl)-phenyl]-acetic acid), CCN=C=NCCCN(C)C (EDCI), C=1C=CC2=C(C1)N=NN2O (HOBT), TEA, N (NH3). Yields the product C(N)(=O)CC1=CC=C(C=C1)C1CCC(CC1)N1CC(C1)NC(=O)CNC(C1=CC(=CC=C1)C(F)(F)F)=O (N-({1-[4-(4-Carbamoylmethyl-phenyl)-cyclohexyl]-azetidin-3-ylcarbamoyl}-methyl)-3-trifluoromethyl-benzamide).